From a dataset of the Open Reaction Database (ORD), a public repository of structured organic reaction records. describe an organic reaction: reactants, conditions, products, and yield Starting materials: [Br-], CC(C)(C)CC=O, C=C[Mg+], [Cl-], [NH4+], C1CCOC1, O. Product: C=CC(O)CC(C)(C)C. Reaction SMILES: [Br-:8].[CH3:1][C:2]([CH2:3][CH:4]=[O:5])([CH3:6])[CH3:7].[CH:9](=[CH2:10])[Mg+:11].[Cl-:12].[NH4+:13].[O:14]1[CH2:15][CH2:16][CH2:17][CH2:18]1.[OH2:19]>>[CH3:1][C:2]([CH2:3][CH:4]([OH:5])[CH:9]=[CH2:10])([CH3:6])[CH3:7]. Starting materials: N1=CCCC1 (1-pyrroline), N=1CCCCC1 (2,3,4,5-tetrahydropyridine), C(C)(=O)C1=CC=2CC3=CC=CC=C3C2C=C1 (2-acetylfluorene), C(C)(=O)C1=CC2=C(OC3=C2C=CC=C3)C=C1 (2-acetyldibenzofuran). Yields the product N1C(CCC1)CC(=O)C1=CC=2CC3=CC=CC=C3C2C=C1 (2-fluorenyl 2-pyrrolidinylmethyl ketone), hydrochloride salt. Reaction SMILES: [C:1]([C:4]1[CH:16]=[CH:15][C:14]2[C:13]3[C:8](=[CH:9][CH:10]=[CH:11][CH:12]=3)[CH2:7][C:6]=2[CH:5]=1)(=[O:3])[CH3:2].C(C1C=CC2OC3C=CC=CC=3C=2C=1)(=O)C.[N:33]1[CH2:37][CH2:36][CH2:35][CH:34]=1.N1CCCCC=1>>[NH:33]1[CH2:37][CH2:36][CH2:35][CH:34]1[CH2:2][C:1]([C:4]1[CH:16]=[CH:15][C:14]2[C:13]3[C:8](=[CH:9][CH:10]=[CH:11][CH:12]=3)[CH2:7][C:6]=2[CH:5]=1)=[O:3]. Procedure details: Following essentially the same procedure as in Example XI above, but substituting 2-acetylfluorene for the 2-acetyldibenzofuran above and substituting 1-pyrroline as the trimer for the 2,3,4,5-tetrahydropyridine (as α-tripiperidein) above results in the formation of 2-fluorenyl 2-pyrrolidinylmethyl ketone as the hydrochloride salt, and which when recrystallized from isopropyl alcohol has a M.P. of 234-44°C. (dec.) The reactants are ClC1=NC(=NC(=C1)Cl)C1=CC(=C(C=C1)Cl)Cl (4,6-dichloro-2-(3,4-dichlorophenyl)pyrimidine), CN(CCN)C (N,N-dimethylethylenediamine). The solvent is O (water). Product: ClC1=NC(=NC(=C1)NCCN(C)C)C1=CC(=C(C=C1)Cl)Cl (4-chloro-2-(3,4-dichlorophenyl)-6-[2-(dimethylamino)ethylamino]-pyrimidine). Reaction SMILES: Cl[C:2]1[CH:7]=[C:6]([Cl:8])[N:5]=[C:4]([C:9]2[CH:14]=[CH:13][C:12]([Cl:15])=[C:11]([Cl:16])[CH:10]=2)[N:3]=1.[CH3:17][N:18]([CH3:22])[CH2:19][CH2:20][NH2:21]>O>[Cl:8][C:6]1[CH:7]=[C:2]([NH:21][CH2:20][CH2:19][N:18]([CH3:22])[CH3:17])[N:3]=[C:4]([C:9]2[CH:14]=[CH:13][C:12]([Cl:15])=[C:11]([Cl:16])[CH:10]=2)[N:5]=1. Reported procedure: Seven grams of 4,6-dichloro-2-(3,4-dichlorophenyl)pyrimidine is added in small portions to 25 ml. of N,N-dimethylethylenediamine with slight warming and stirring. The resulting mixture is heated on a steam bath for several minutes then poured into 500 ml. of water. The product thus obtained is recrystallized from n-heptane to afford 4-chloro-2-(3,4-dichlorophenyl)-6-[2-(dimethylamino)ethylamino]-pyrimidine, m.p. 99.5°-102°C. Starting materials: O=C1CCN(CC1)C(=O)OC(C)(C)C (tert-butyl 4-oxopiperidine-1-carboxylate), BrCCC=C (4-bromobut-1-ene), [Mg] (magnesium), II (iodine). The solvent is O1CCCC1 (tetrahydrofuran), [Cl-].[NH4+] (ammonium chloride), O1CCCC1 (tetrahydrofuran). Conditions: time 1 hour. Product: C(C)(C)(C)OC(=O)N1CCC(CC1)(O)CCC=C (tert-butyl-4-(but-3-en-1-yl)-4-hydroxypiperidine-1-carboxylate). The yield is 36.5%. As a reaction SMILES: Br[CH2:2][CH2:3][CH:4]=[CH2:5].[Mg].II.[O:9]=[C:10]1[CH2:15][CH2:14][N:13]([C:16]([O:18][C:19]([CH3:22])([CH3:21])[CH3:20])=[O:17])[CH2:12][CH2:11]1>O1CCCC1.[Cl-].[NH4+]>[C:19]([O:18][C:16]([N:13]1[CH2:12][CH2:11][C:10]([CH2:5][CH2:4][CH:3]=[CH2:2])([OH:9])[CH2:15][CH2:14]1)=[O:17])([CH3:22])([CH3:21])[CH3:20] |f:5.6|. Procedure: To a mixture of 4-bromobut-1-ene (10.9 g, 0.08 mol) and magnesium turnings (4.8 g, 0.2 mol) in dry tetrahydrofuran (80 mL) was added a crystal of iodine and the mixture was stirred at room temperature until complete reaction had occurred. To this mixture was added tert-butyl 4-oxopiperidine-1-carboxylate (7.7 g, 0.039 mol) in tetrahydrofuran (20 mL) at 0° C. After 1 h at 0° C., and 3 h at room temperature the reaction mixture was diluted with ammonium chloride solution and extracted with ethyl a... Starting materials: CN(C)C1=C2C=CC=C2CC1, [Li]C1C=Cc2ccccc21, C1CCOC1, O. Product: C1=CC2=C(C3C=Cc4ccccc43)CCC2=C1. As a reaction SMILES: [CH3:1][N:2]([C:3]1=[C:4]2[CH:5]=[CH:6][CH:7]=[C:8]2[CH2:9][CH2:10]1)[CH3:11].[CH:12]1([Li:21])[CH:13]=[CH:14][c:15]2[cH:16][cH:17][cH:18][cH:19][c:20]21.[O:23]1[CH2:24][CH2:25][CH2:26][CH2:27]1.[OH2:22]>>[C:3]1([CH:12]2[CH:13]=[CH:14][c:15]3[cH:16][cH:17][cH:18][cH:19][c:20]32)=[C:4]2[CH:5]=[CH:6][CH:7]=[C:8]2[CH2:9][CH2:10]1. Starting materials: COC=1C=C(CCl)C=C(C1OC)OC (3,4,5-trimethoxybenzyl chloride), [H-].[Na+] (sodium hydride), Cl (hydrochloric acid), CN(C1(CCCC2=C1C=CS2)CO)C (4-dimethylamino-4-hydroxymethyl-4,5,6,7-tetrahydro-1-benzothiophen), ice. The solvent is O1CCCC1 (tetrahydrofuran), O1CCCC1 (tetrahydrofuran), O1CCCC1 (tetrahydrofuran). The product is CN(C1(CCCC2=C1C=CS2)COCC2=CC(=C(C(=C2)OC)OC)OC)C (4-dimethylamino-4-[(3,4,5-trimethoxybenzyloxy)methyl]-4,5,6,7-tetrahydro-1-benzothiophene). Reaction SMILES: [CH3:1][N:2]([CH3:14])[C:3]1([CH2:12][OH:13])[C:8]2[CH:9]=[CH:10][S:11][C:7]=2[CH2:6][CH2:5][CH2:4]1.[H-].[Na+].[CH3:17][O:18][C:19]1[CH:20]=[C:21]([CH:24]=[C:25]([O:29][CH3:30])[C:26]=1[O:27][CH3:28])[CH2:22]Cl.Cl>O1CCCC1>[CH3:1][N:2]([CH3:14])[C:3]1([CH2:12][O:13][CH2:22][C:21]2[CH:24]=[C:25]([O:29][CH3:30])[C:26]([O:27][CH3:28])=[C:19]([O:18][CH3:17])[CH:20]=2)[C:8]2[CH:9]=[CH:10][S:11][C:7]=2[CH2:6][CH2:5][CH2:4]1 |f:1.2|. Reported procedure: 15 ml of tetrahydrofuran containing 2.57 g of 4-dimethylamino-4-hydroxymethyl-4,5,6,7-tetrahydro-1-benzothiophen obtained in Example 1 was added to an ice-cooled suspension of 60% sodium hydride (0.54 g) in tetrahydrofuran. 15 ml of tetrahydrofuran containing 2.90 g of 3,4,5-trimethoxybenzyl chloride was further added to the reaction mixture, followed by refluxing under heat for 24 hours. After cooling, the reaction mixture was poured into hydrochloric acid solution, and washed with ether. The a... The reactants are C(C)(C)N (isopropylamine), O1C(=CC2=C1C=CC=C2)C2=NN(C1=CC=C(C=C21)C(=O)O)C2OCCCC2 (3-benzo[d]furan-2-yl-1-perhydro-2H-pyran-2-yl-1H-indazole-5-carboxylic acid), 1-(3-dimethylaminopropyl)-3-ethylcarboimide hydrochloride, C(C)(C)N (isopropylamine), CN(C=O)C (dimethylformamide). Run at time 2 day. The product is O1C(=CC2=C1C=CC=C2)C2C(OCCC2)N2N=CC1=CC(=CC=C21)C(=O)NC(C)C ((3-Benzo[d]furan-2-yl-1-perhydro-2H-pyran-2-yl(1H-indazol-5-yl))-N-(methylethyl) carboxamide). The yield is 81.0%. As a reaction SMILES: O1C2C=CC=CC=2C=C1[C:10]1[C:18]2[C:13](=[CH:14][CH:15]=[C:16]([C:19]([OH:21])=O)[CH:17]=2)[N:12]([CH:22]2[CH2:27][CH2:26][CH2:25][CH2:24][O:23]2)[N:11]=1.[CH:28]([NH2:31])([CH3:30])[CH3:29].CN(C)[CH:34]=[O:35]>>[O:35]1[C:34]2[CH:19]=[CH:16][CH:15]=[CH:14][C:13]=2[CH:18]=[C:17]1[CH:27]1[CH2:26][CH2:25][CH2:24][O:23][CH:22]1[N:12]1[C:13]2[C:18](=[CH:17][C:16]([C:19]([NH:31][CH:28]([CH3:30])[CH3:29])=[O:21])=[CH:15][CH:14]=2)[CH:10]=[N:11]1. Procedure details: To solution of 3-benzo[d]furan-2-yl-1-perhydro-2H-pyran-2-yl-1H-indazole-5-carboxylic acid (190 mg, 0.52 mmol) and 1-(3-dimethylaminopropyl)-3-ethylcarboimide hydrochloride (109.3 mg, 0.57 mmol) in dimethylformamide was added isopropylamine (48 μL, 0.57 mmol) and the mixture allowed to stir under a nitrogen atmosphere for two days. An additional 2 equivalents of isopropylamine was added to the reaction and allowed to stir for another day. Solvent was removed and the reaction was extracted with e...